This data is from the Open Reaction Database (ORD), a public repository of structured organic reaction records. The task is: describe an organic reaction: reactants, conditions, products, and yield Reactants: Cl, COC(=O)c1c(F)c(F)c(F)c(F)c1C(=O)OC, C[N+](=O)[O-]. The product is COC(=O)c1c(F)c(F)c(C[N+](=O)[O-])c(F)c1C(=O)OC. As a reaction SMILES: [ClH:19].[F:1][c:2]1[c:3]([F:18])[c:4]([F:17])[c:5]([F:16])[c:6]([C:12](=[O:13])[O:14][CH3:15])[c:7]1[C:8](=[O:9])[O:10][CH3:11].[N+:20](=[O:21])([O-:22])[CH3:23]>>[F:1][c:2]1[c:3]([F:18])[c:4]([CH2:23][N+:20](=[O:21])[O-:22])[c:5]([F:16])[c:6]([C:12](=[O:13])[O:14][CH3:15])[c:7]1[C:8](=[O:9])[O:10][CH3:11].